Task: describe an organic reaction: reactants, conditions, products, and yield. Dataset: the Open Reaction Database (ORD), a public repository of structured organic reaction records The reactants are Cl.CC=1N=C(N2N=C(N=CC21)N)C2=CC=CC=C2 (5-methyl-7-phenylimidazo[5,1-f][1,2,4]triazin-2-amine hydrochloride), BrC=1C=C(C=CC1)CCO (2-(3-bromophenyl)ethanol), C1=CC=C(C=C1)P(C2=CC=CC=C2)C3=C(C4=CC=CC=C4C=C3)C5=C(C=CC6=CC=CC=C65)P(C7=CC=CC=C7)C8=CC=CC=C8 ((S)-(−)-2,2′-bis(diphenylphosphino)-1,1′-binaphthyl), CC(C)([O-])C.[Na+] (sodium t-butoxide). The reagents and catalysts are C=1C=CC(=CC1)/C=C/C(=O)/C=C/C2=CC=CC=C2.C=1C=CC(=CC1)/C=C/C(=O)/C=C/C2=CC=CC=C2.C=1C=CC(=CC1)/C=C/C(=O)/C=C/C2=CC=CC=C2.[Pd].[Pd] (tris(dibenzylideneacetone)dipalladium). Solvent: O1CCOCC1 (dioxane). Conditions: temperature 160 celsius. Product: CC=1N=C(N2N=C(N=CC21)NC=2C=C(C=CC2)CCO)C2=CC=CC=C2 (2-{3-[(5-methyl-7-phenylimidazo[5,1-f][1,2,4]triazin-2-yl)amino]phenyl}ethanol). The yield is 28.1%. RXN SMILES: Cl.[CH3:2][C:3]1[N:4]=[C:5]([C:13]2[CH:18]=[CH:17][CH:16]=[CH:15][CH:14]=2)[N:6]2[C:11]=1[CH:10]=[N:9][C:8]([NH2:12])=[N:7]2.Br[C:20]1[CH:21]=[C:22]([CH2:26][CH2:27][OH:28])[CH:23]=[CH:24][CH:25]=1.C1C=CC(P(C2C=CC3C(=CC=CC=3)C=2C2C3C(=CC=CC=3)C=CC=2P(C2C=CC=CC=2)C2C=CC=CC=2)C2C=CC=CC=2)=CC=1.CC(C)([O-])C.[Na+]>C1C=CC(/C=C/C(/C=C/C2C=CC=CC=2)=O)=CC=1.C1C=CC(/C=C/C(/C=C/C2C=CC=CC=2)=O)=CC=1.C1C=CC(/C=C/C(/C=C/C2C=CC=CC=2)=O)=CC=1.[Pd].[Pd].O1CCOCC1>[CH3:2][C:3]1[N:4]=[C:5]([C:13]2[CH:14]=[CH:15][CH:16]=[CH:17][CH:18]=2)[N:6]2[C:11]=1[CH:10]=[N:9][C:8]([NH:12][C:20]1[CH:21]=[C:22]([CH2:26][CH2:27][OH:28])[CH:23]=[CH:24][CH:25]=1)=[N:7]2 |f:0.1,4.5,6.7.8.9.10|. Procedure: To a mixture of 5-methyl-7-phenylimidazo[5,1-f][1,2,4]triazin-2-amine hydrochloride (0.026 g, 0.10 mmol), 2-(3-bromophenyl)ethanol (0.022 g, 0.11 mmol), tris(dibenzylideneacetone)dipalladium (2.7 mg, 0.0030 mmol), (S)-(−)-2,2′-bis(diphenylphosphino)-1,1′-binaphthyl (5.6 mg, 0.0090 mmol) and sodium t-butoxide (0.025 g, 0.23 mmol) was added dioxane (1 mL). The solution was heated with microwave radiation to 160° C. for 15 minutes. After cooling to room temperature, the solution was filtered, and s... Starting materials: [Al+3], O=C(Cl)c1ccc(Br)cc1, CCCCc1cc2ccccc2o1, [Cl-], [Cl-], [Cl-], ClCCl, O. The product is CCCCc1oc2ccccc2c1C(=O)c1ccc(Br)cc1. RXN SMILES: [Al+3:25].[Br:14][c:15]1[cH:16][cH:17][c:18]([C:19](=[O:20])[Cl:21])[cH:22][cH:23]1.[CH2:1]([CH2:2][CH2:3][CH3:4])[c:5]1[o:6][c:7]2[c:8]([cH:9]1)[cH:10][cH:11][cH:12][cH:13]2.[Cl-:24].[Cl-:26].[Cl-:27].[Cl:29][CH2:30][Cl:31].[OH2:28]>>[CH2:1]([CH2:2][CH2:3][CH3:4])[c:5]1[o:6][c:7]2[c:8]([c:9]1[C:19]([c:18]1[cH:17][cH:16][c:15]([Br:14])[cH:23][cH:22]1)=[O:20])[cH:10][cH:11][cH:12][cH:13]2. Conditions: time 2 hour. Reported procedure: A 64 g (350 mmol) sample of 2-bromobenzonitrile (Aldrich) was dissolved in 650 mL of xylene and treated with 22.75 g (350 mmol) of sodium azide and 95 mL (350 mmol) of tributyltin chloride at reflux for 48 h. The reaction was filtered; the filtrate was treated with 50 mL of anhydrous tetrahydrofuran (THF) and 20 g (550 mmol) of hydrogen chloride. The reaction was stirred for 2 h; filtration gave 59.6 g (76%) of 5-(2-bromophenyl)-1H-tetrazole: mp 178°-180° C.; NMR (DMSO-d6) δ 7.50-7.64 (m, 2H), 7... Product: BrC1=C(C=CC=C1)C1=NN=NN1 (5-(2-bromophenyl)-1H-tetrazole). The yield is 76.0%. Starting materials: Cl (hydrogen chloride), [N-]=[N+]=[N-].[Na+] (sodium azide), C(CCC)[Sn](CCCC)(CCCC)Cl (tributyltin chloride), BrC1=C(C#N)C=CC=C1 (2-bromobenzonitrile). As a reaction SMILES: [Br:1][C:2]1[CH:9]=[CH:8][CH:7]=[CH:6][C:3]=1[C:4]#[N:5].[N-:10]=[N+:11]=[N-:12].[Na+].C([Sn](Cl)(CCCC)CCCC)CCC.Cl>C1(C)C(C)=CC=CC=1.O1CCCC1>[Br:1][C:2]1[CH:9]=[CH:8][CH:7]=[CH:6][C:3]=1[C:4]1[NH:12][N:11]=[N:10][N:5]=1 |f:1.2|. The solvent is O1CCCC1 (tetrahydrofuran), C=1(C(=CC=CC1)C)C (xylene). Reaction SMILES: Cl.[CH:2]1([CH2:5][O:6][C:7]2[CH:15]=[CH:14][C:10]3[O:11][CH2:12][O:13][C:9]=3[C:8]=2[C:16]2[C:17]3[NH:24][C:23]([CH3:25])=[C:22]([C:26]([NH:28][C@H:29]4[C@H:33]([OH:34])[CH2:32][NH:31][CH2:30]4)=[O:27])[C:18]=3[N:19]=[CH:20][N:21]=2)[CH2:4][CH2:3]1.[C:35](Cl)(=[O:38])[CH2:36][CH3:37]>>[CH:2]1([CH2:5][O:6][C:7]2[CH:15]=[CH:14][C:10]3[O:11][CH2:12][O:13][C:9]=3[C:8]=2[C:16]2[C:17]3[NH:24][C:23]([CH3:25])=[C:22]([C:26]([NH:28][C@H:29]4[C@H:33]([OH:34])[CH2:32][N:31]([C:35](=[O:38])[CH2:36][CH3:37])[CH2:30]4)=[O:27])[C:18]=3[N:19]=[CH:20][N:21]=2)[CH2:4][CH2:3]1 |f:0.1|. Yields the product C1(CC1)COC1=C(C2=C(OCO2)C=C1)C=1C2=C(N=CN1)C(=C(N2)C)C(=O)N[C@@H]2CN(C[C@H]2O)C(CC)=O (4-[5-(Cyclopropylmethoxy)-1,3-benzodioxol-4-yl]-N-[(3R*,4R*)-4-hydroxy-1-propionylpyrrolidin-3-yl]-6-methyl-5H-pyrrolo[3,2-d]pyrimidine-7-carboxamide). Procedure: Starting from 4-[5-(cyclopropylmethoxy)-1,3-benzodioxol-4-yl]-N-[(3R*,4R*)-4-hydroxypyrrolidin-3-yl]-6-methyl-5H-pyrrolo[3,2-d]pyrimidine-7-carboxamide hydrochloride (example D.f5) and commercially available propionyl chloride the title compound is obtained as colorless solid. Starting materials: Cl.C1(CC1)COC1=C(C2=C(OCO2)C=C1)C=1C2=C(N=CN1)C(=C(N2)C)C(=O)N[C@@H]2CNC[C@H]2O (4-[5-(cyclopropylmethoxy)-1,3-benzodioxol-4-yl]-N-[(3R*,4R*)-4-hydroxypyrrolidin-3-yl]-6-methyl-5H-pyrrolo[3,2-d]pyrimidine-7-carboxamide hydrochloride), C(CC)(=O)Cl (propionyl chloride). The reactants are COc1ccc(S(=O)(=O)n2c(=O)n(C(C(=O)O)c3ccccc3)c3cc(C#N)ccc32)cc1, CC(C)(C)OC(=O)N1CCC(N2CCN(Cc3ccccc3)CC2)C1. The product is COc1ccc(S(=O)(=O)n2c(=O)n(C(C(=O)N3CCC(N4CCN(Cc5ccccc5)CC4)C3)c3ccccc3)c3cc(C#N)ccc32)cc1. RXN SMILES: [C:1](#[N:2])[c:3]1[cH:4][cH:5][c:6]2[c:7]([n:8]([CH:23]([C:24](=[O:25])[OH:26])[c:27]3[cH:28][cH:29][cH:30][cH:31][cH:32]3)[c:9](=[O:22])[n:10]2[S:11](=[O:12])(=[O:13])[c:14]2[cH:15][cH:16][c:17]([O:20][CH3:21])[cH:18][cH:19]2)[cH:33]1.[CH2:34]([c:35]1[cH:36][cH:37][cH:38][cH:39][cH:40]1)[N:41]1[CH2:42][CH2:43][N:44]([CH:47]2[CH2:48][N:49]([C:52]([O:53][C:54]([CH3:55])([CH3:56])[CH3:57])=[O:58])[CH2:50][CH2:51]2)[CH2:45][CH2:46]1>>[C:1](#[N:2])[c:3]1[cH:4][cH:5][c:6]2[c:7]([n:8]([CH:23]([C:24](=[O:25])[N:49]3[CH2:48][CH:47]([N:44]4[CH2:43][CH2:42][N:41]([CH2:34][c:35]5[cH:36][cH:37][cH:38][cH:39][cH:40]5)[CH2:46][CH2:45]4)[CH2:51][CH2:50]3)[c:27]3[cH:28][cH:29][cH:30][cH:31][cH:32]3)[c:9](=[O:22])[n:10]2[S:11](=[O:12])(=[O:13])[c:14]2[cH:15][cH:16][c:17]([O:20][CH3:21])[cH:18][cH:19]2)[cH:33]1. The reactants are CC=1N=C(SC1)NC(=O)C1=NC(=CC(=C1)B1OC(C(O1)(C)C)(C)C)C (6-Methyl-4-(4,4,5,5-tetramethyl-[1,3,2]dioxaborolan-2-yl)-pyridine-2-carboxylic acid (4-methyl-thiazol-2-yl)-amide), BrC=1C=C(C=NC1)C (5-Bromo-3-picolin). The product is CC=1N=C(SC1)NC(=O)C1=NC(=CC(=C1)C=1C=NC=C(C1)C)C (5,6′-Dimethyl-[3,4′]bipyridinyl-2′-carboxylic acid (4-methyl-thiazol-2-yl)-amide). Reaction SMILES: [CH3:1][C:2]1[N:3]=[C:4]([NH:7][C:8]([C:10]2[CH:15]=[C:14](B3OC(C)(C)C(C)(C)O3)[CH:13]=[C:12]([CH3:25])[N:11]=2)=[O:9])[S:5][CH:6]=1.Br[C:27]1[CH:28]=[C:29]([CH3:33])[CH:30]=[N:31][CH:32]=1>>[CH3:1][C:2]1[N:3]=[C:4]([NH:7][C:8]([C:10]2[CH:15]=[C:14]([C:27]3[CH:32]=[N:31][CH:30]=[C:29]([CH3:33])[CH:28]=3)[CH:13]=[C:12]([CH3:25])[N:11]=2)=[O:9])[S:5][CH:6]=1. Procedure details: The title compound, was prepared from 6-Methyl-4-(4,4,5,5-tetramethyl-[1,3,2]dioxaborolan-2-yl)-pyridine-2-carboxylic acid (4-methyl-thiazol-2-yl)-amide in accordance with the general method of example 131, step 2 using 5-Bromo-3-picolin instead of 3-Trifluoromethyl-5-bromopyridine to yield the final compound as a white solid, MS (ISP): m/e=325.3 (M+H)+. Starting materials: C([O-])([O-])=O.[K+].[K+] (potassium carbonate), BrCC(=O)OC (methyl bromoacetate), CC(=O)C (acetone), OC1=C(C(=O)O)C=C(C=C1C)O (2,5-Dihydroxy-3-methylbenzoic acid), S(=O)(=O)(OC)OC (dimethyl sulfate), C([O-])([O-])=O.[K+].[K+] (potassium carbonate), CC(=O)C (acetone). Reaction conditions: time 8 hour. Product: COC=1C=C(C(=C(C(=O)OC)C1)OCC(=O)OC)C (methyl 5-methoxy-2-(2-methoxy-2-oxoethoxy)-3-methylbenzoate). Isolated yield 63.0%. Reaction SMILES: O[C:2]1C(C)=[CH:9][C:8]([OH:12])=[CH:7][C:3]=1[C:4]([OH:6])=O.S([O:18][CH3:19])(OC)(=O)=O.[C:20](=O)([O-])[O-].[K+].[K+].Br[CH2:27][C:28]([O:30][CH3:31])=[O:29].[CH3:32][C:33](C)=[O:34]>>[CH3:20][O:12][C:8]1[CH:7]=[C:3]([CH3:2])[C:4]([O:6][CH2:32][C:33]([O:18][CH3:19])=[O:34])=[C:27]([CH:9]=1)[C:28]([O:30][CH3:31])=[O:29] |f:2.3.4|. Reported procedure: 2,5-Dihydroxy-3-methylbenzoic acid (4.7 g, 29 mmol) was added successively with acetone (40 mL), dimethyl sulfate (9.0 g, 71 mmol), and potassium carbonate (10 g, 72 mmol), and the mixture was stirred at room temperature for 8 hours. The solvent was evaporated under reduced pressure, the residue was added with ethyl acetate, and then the organic layer was washed successively with water and saturated brine, and dried over anhydrous magnesium sulfate. The solvent was evaporated under reduced press... Procedure details: A solution of diborane (20 ml.; 1.5 N) in anhydrous tetrahydrofuran is added dropwise to a suspension of 2 g. of the diamide obtained in Example 32 in 50 ml. anhydrous tetrahydrofurane under nitrogen at room temperature. The solid dissolves giving a clear solution. After the addition is completed the mixture is refluxed during four hours and a solid precipitate is formed. After cooling to room temperature, the excess reagent is destroyed by adding carefully 10 ml. of water. The solvents are evap... Run in O1CCCC1 (tetrahydrofuran), O1CCCC1 (tetrahydrofurane). As a reaction SMILES: B#B.O=[C:4]1[CH2:21][S:20][CH2:19][CH2:18][S:17][CH2:16][C:15](=O)[NH:14][CH2:13][CH2:12][S:11][CH2:10][CH2:9][S:8][CH2:7][CH2:6][NH:5]1>O1CCCC1>[S:8]1[CH2:9][CH2:10][S:11][CH2:12][CH2:13][NH:14][CH2:15][CH2:16][S:17][CH2:18][CH2:19][S:20][CH2:21][CH2:4][NH:5][CH2:6][CH2:7]1. The product is S1CCNCCSCCSCCNCCSCC1 (1,7,10,16-tetrathia-4,13-diazacyclooctadecane). Starting materials: B#B (diborane), O=C1NCCSCCSCCNC(CSCCSC1)=O (5,12-dioxo-1,7,10,16-tetrathia-4,13-diaza -cyclooctadecane). Procedure details: A mixture of 4-(methylthio)acetophenone 1 g) and sodium hydride (60%; 288 mg) in N,N-dimethylformamide (7 ml) was stirred at ambient temperature for 30 minutes. The mixture was cooled to 0° C., and diethyl oxalate (0.98 ml) was added dropwise to the mixture. The resulting mixture was stirred at ambient temperature for 3 hours, poured into ice-water and acidified with dilute hydrochloric acid. The precipitates were filtered, washed with water, and dried under reduced pressure to give a pale brown... Reaction conditions: time 30 minute. Solvent: CN(C=O)C (N,N-dimethylformamide). The product is CSC1=CC=C(C=C1)C(CC(C(=O)OCC)=O)=O (ethyl 4-[4-(methylthio)phenyl]-2,4-dioxobutanoate). Reaction SMILES: [CH3:1][C:2]([C:4]1[CH:9]=[CH:8][C:7]([S:10][CH3:11])=[CH:6][CH:5]=1)=[O:3].[H-].[Na+].[C:14](OCC)(=[O:20])[C:15]([O:17][CH2:18][CH3:19])=[O:16].Cl>CN(C)C=O>[CH3:11][S:10][C:7]1[CH:8]=[CH:9][C:4]([C:2](=[O:3])[CH2:1][C:14](=[O:20])[C:15]([O:17][CH2:18][CH3:19])=[O:16])=[CH:5][CH:6]=1 |f:1.2|. The reactants are ice water, Cl (hydrochloric acid), CC(=O)C1=CC=C(C=C1)SC (4-(methylthio)acetophenone), [H-].[Na+] (sodium hydride), C(C(=O)OCC)(=O)OCC (diethyl oxalate). Reactants: O=C([O-])[O-], CC(C)(C)OC(=O)N1CCNCC1, CCOCC, CS(C)=O, O=[N+]([O-])c1c(F)cccc1F, [K+], [K+]. Product: CC(C)(C)OC(=O)N1CCN(c2cccc(F)c2[N+](=O)[O-])CC1. Reaction SMILES: [C:14](=[O:15])([O-:16])[O-:17].[C:1]([CH3:2])([CH3:3])([CH3:4])[O:5][C:6](=[O:7])[N:8]1[CH2:9][CH2:10][NH:11][CH2:12][CH2:13]1.[CH2:35]([O:36][CH2:37][CH3:38])[CH3:39].[CH3:31][S:32]([CH3:33])=[O:34].[F:20][c:21]1[c:22]([N+:28](=[O:29])[O-:30])[c:23]([F:27])[cH:24][cH:25][cH:26]1.[K+:18].[K+:19]>>[C:1]([CH3:2])([CH3:3])([CH3:4])[O:5][C:6](=[O:7])[N:8]1[CH2:9][CH2:10][N:11]([c:23]2[c:22]([N+:28](=[O:29])[O-:30])[c:21]([F:20])[cH:26][cH:25][cH:24]2)[CH2:12][CH2:13]1.